Dataset: the Open Reaction Database (ORD), a public repository of structured organic reaction records. Task: describe an organic reaction: reactants, conditions, products, and yield Starting materials: NC1=CC(=C(OC2=C3C(=NC=C2)C=C(S3)C(=O)NN(C)C)C=C1)F (7-(4-Amino-2-fluorophenoxy)-N′,N′-dimethylthieno[3,2-b]pyridine-2-carbohydrazide), FC1=C(OC2=C3C(=NC=C2)C=C(S3)C(=O)N(N(C)C)C)C=CC(=C1)[N+](=O)[O-] (7-(2-Fluoro-4-nitrophenoxy)-N,N′,N′-trimethylthieno[3,2-b]pyridine-2-carbohydrazide). The product is NC1=CC(=C(OC2=C3C(=NC=C2)C=C(S3)C(=O)N(N(C)C)C)C=C1)F (7-(4-Amino-2-fluorophenoxy)-N,N′,N′-trimethylthieno[3,2-b]pyridine-2-carbohydrazide). Yield: 33.0%. As a reaction SMILES: NC1C=CC(OC2C=CN=C3C=C(C(NN(C)C)=O)SC=23)=C(F)C=1.[F:25][C:26]1[CH:48]=[C:47]([N+:49]([O-])=O)[CH:46]=[CH:45][C:27]=1[O:28][C:29]1[CH:34]=[CH:33][N:32]=[C:31]2[CH:35]=[C:36]([C:38]([N:40]([CH3:44])[N:41]([CH3:43])[CH3:42])=[O:39])[S:37][C:30]=12>>[NH2:49][C:47]1[CH:46]=[CH:45][C:27]([O:28][C:29]2[CH:34]=[CH:33][N:32]=[C:31]3[CH:35]=[C:36]([C:38]([N:40]([CH3:44])[N:41]([CH3:42])[CH3:43])=[O:39])[S:37][C:30]=23)=[C:26]([F:25])[CH:48]=1. Procedure: Following the procedure described above for compound 239 (step 3, example 95, scheme 63) but replacing 238 with compound 243, title compound 244 was obtained in 33% yield. MS (m/z): (M+1) 361.1 (100%). The reactants are BrC(C)C1=NOC2=C1C=CC=C2 (3-(1-bromoethyl)-1,2-benzisoxazole), C(C)(=O)[O-].[K+] (potassium acetate), CN(C)CCN(C)C (N,N,N,N-tetramethylethylenediamine). Run in C(C)#N (acetonitrile). The product is C(C)(=O)OC(C)C1=NOC2=C1C=CC=C2 (3-(1-acetoxyethyl)-1,2-benzisoxazole). Reaction SMILES: Br[CH:2]([C:4]1[C:8]2[CH:9]=[CH:10][CH:11]=[CH:12][C:7]=2[O:6][N:5]=1)[CH3:3].[C:13]([O-:16])(=[O:15])[CH3:14].[K+].CN(CCN(C)C)C>C(#N)C>[C:13]([O:16][CH:2]([C:4]1[C:8]2[CH:9]=[CH:10][CH:11]=[CH:12][C:7]=2[O:6][N:5]=1)[CH3:3])(=[O:15])[CH3:14] |f:1.2|. Reported procedure: A mixture of 5.6 g of 3-(1-bromoethyl)-1,2-benzisoxazole, 2.4 g of potassium acetate, 2.1 g of N,N,N,N-tetramethylethylenediamine and 50 ml of acetonitrile are refluxed for 14 h. After cooling and filtering the mixture, the filtrate is concentrated under vacuum and diluted with diethyl ether. The ether phase is washed once with water, then twice with a 10% solution of hydrochloric acid and finally washed once with a saturated solution of sodium chloride, dried over sodium sulfate and concentrate...